Task: describe an organic reaction: reactants, conditions, products, and yield. Dataset: the Open Reaction Database (ORD), a public repository of structured organic reaction records The product is COc1cc(C(C)C)c(OCC#N)cc1Br. Starting materials: COc1cc(C(C)C)c(O)cc1Br, N#CCI, [K+], [K+], O=C([O-])[O-], CN(C)C=O, O. Reaction SMILES: [Br:1][c:2]1[c:3]([O:12][CH3:13])[cH:4][c:5]([CH:9]([CH3:10])[CH3:11])[c:6]([OH:8])[cH:7]1.[I:20][CH2:21][C:22]#[N:23].[K+:14].[K+:15].[O-:16][C:17]([O-:18])=[O:19].[O:24]=[CH:25][N:26]([CH3:27])[CH3:28].[OH2:29]>>[Br:1][c:2]1[c:3]([O:12][CH3:13])[cH:4][c:5]([CH:9]([CH3:10])[CH3:11])[c:6]([O:8][CH2:21][C:22]#[N:23])[cH:7]1. The reactants are Cl.CON (methoxyamine hydrochloride), CO (methanol), OC1C(C=C(C(CC1(C)C)=O)C)N1CCCCC1 (5-hydroxy-4-piperidino-2,6,6-trimethyl-2-cyclohepten-1-one), [OH-].[Na+] (sodium hydroxide). Solvent: N1=CC=CC=C1 (pyridine), O (water). Run at time 8 hour. The product is CON=C1C(=CC(C(C(C1)(C)C)O)N1CCCCC1)C (5-hydroxy-4-piperidino-2,6,6-trimethyl-2-cyclohepten-1-one methyloxime). The yield is 99.6%. As a reaction SMILES: CO.[OH:3][CH:4]1[C:10]([CH3:12])([CH3:11])[CH2:9][C:8](=O)[C:7]([CH3:14])=[CH:6][CH:5]1[N:15]1[CH2:20][CH2:19][CH2:18][CH2:17][CH2:16]1.Cl.[CH3:22][O:23][NH2:24].[OH-].[Na+]>O.N1C=CC=CC=1>[CH3:22][O:23][N:24]=[C:8]1[CH2:9][C:10]([CH3:12])([CH3:11])[CH:4]([OH:3])[CH:5]([N:15]2[CH2:20][CH2:19][CH2:18][CH2:17][CH2:16]2)[CH:6]=[C:7]1[CH3:14] |f:2.3,4.5|. Reported procedure: To a methanol solution (30 ml) containing the 5-hydroxy-4-piperidino-2,6,6-trimethyl-2-cyclohepten-1-one obtained in Example 16 (3 g, 12.5 millimoles) were added methoxyamine hydrochloride (1.57 g, 18.8 millimoles) and pyridine (3.0 g), and the mixture was stirred first at room temperature and then while slowly heating to 55° C., and after 5 hours of stirring at that temperature, it was allowed to stand at room temperature overnight. The reaction solution was then poured into water and alkalifie... Product: COC1=C(C(=CC=C1)OC)CC(=O)NC1=CC=C(C(=O)N(CC2=CC=C(C=C2)C2=NC(=NO2)C2=CC=C(C=C2)C2=CC=C(C=C2)C)CC(=O)O)C=C1 (2-(4-(2-(2,6-dimethoxyphenyl)acetamido)-N-(4-(3-(4′-methyl-[1,1′-biphenyl]-4-yl)-1,2,4-oxadiazol-5-yl)benzyl)benzamido)acetic acid). Isolated yield 48.0%. Reaction conditions: time 20 hour. As a reaction SMILES: [CH3:1][O:2][C:3]1[CH:8]=[CH:7][C:6](OC)=[CH:5][C:4]=1[CH2:11][C:12]([NH:14][C:15]1[CH:56]=[CH:55][C:18]([C:19]([N:21]([CH2:47][C:48]([O:50]C(C)(C)C)=[O:49])[CH2:22][C:23]2[CH:28]=[CH:27][C:26]([C:29]3[O:33][N:32]=[C:31]([C:34]4[CH:39]=[CH:38][C:37]([C:40]5[CH:45]=[CH:44][C:43]([CH3:46])=[CH:42][CH:41]=5)=[CH:36][CH:35]=4)[N:30]=3)=[CH:25][CH:24]=2)=[O:20])=[CH:17][CH:16]=1)=[O:13].[CH3:57][OH:58].[Li+].[OH-]>C1COCC1>[CH3:1][O:2][C:3]1[CH:8]=[CH:7][CH:6]=[C:5]([O:58][CH3:57])[C:4]=1[CH2:11][C:12]([NH:14][C:15]1[CH:16]=[CH:17][C:18]([C:19]([N:21]([CH2:47][C:48]([OH:50])=[O:49])[CH2:22][C:23]2[CH:28]=[CH:27][C:26]([C:29]3[O:33][N:32]=[C:31]([C:34]4[CH:35]=[CH:36][C:37]([C:40]5[CH:45]=[CH:44][C:43]([CH3:46])=[CH:42][CH:41]=5)=[CH:38][CH:39]=4)[N:30]=3)=[CH:25][CH:24]=2)=[O:20])=[CH:55][CH:56]=1)=[O:13] |f:2.3|. Reported procedure: Prepared using General Procedure 9. To a stirring solution of tert-butyl 2-(4-(2-(2,5-dimethoxyphenyl)acetamido)-N-(4-(3-(4′-methyl-[1,1′-biphenyl]-4-yl)-1,2,4-oxadiazol-5-yl)benzyl)benzamido)acetate INT-66 (45 mg, 0.060 mmol) in THF (2 mL) and MeOH (0.25 mL) was added 1 M LiOH (120 μL, 0.120 mmol). The reaction mixture was stirred at room temperature for 20 h and a precipitate was formed. The mixture was filtered under vacuum and the captured solid washed with diethyl ether (5 mL). The captured... The reactants are CO (MeOH), [Li+].[OH-] (LiOH), COC1=C(C=C(C=C1)OC)CC(=O)NC1=CC=C(C(=O)N(CC2=CC=C(C=C2)C2=NC(=NO2)C2=CC=C(C=C2)C2=CC=C(C=C2)C)CC(=O)OC(C)(C)C)C=C1 (tert-butyl 2-(4-(2-(2,5-dimethoxyphenyl)acetamido)-N-(4-(3-(4′-methyl-[1,1′-biphenyl]-4-yl)-1,2,4-oxadiazol-5-yl)benzyl)benzamido)acetate). The solvent is C1CCOC1 (THF). Reactants: O=C([O-])O, ClCCl, COc1cc(C)c(S(=O)(=O)N(C)CCOCC(=O)O)c(C)c1, [Na+], OC1(c2ccncc2)CCNCC1. Product: COc1cc(C)c(S(=O)(=O)N(C)CCOCC(=O)N2CCC(O)(c3ccncc3)CC2)c(C)c1. Reaction SMILES: [C:36](=[O:37])([OH:38])[O-:39].[CH2:41]([Cl:42])[Cl:43].[CH3:1][O:2][c:3]1[cH:4][c:5]([CH3:22])[c:6]([S:10](=[O:11])(=[O:12])[N:13]([CH3:14])[CH2:15][CH2:16][O:17][CH2:18][C:19](=[O:20])[OH:21])[c:7]([CH3:9])[cH:8]1.[Na+:40].[n:23]1[cH:24][cH:25][c:26]([C:29]2([OH:35])[CH2:30][CH2:31][NH:32][CH2:33][CH2:34]2)[cH:27][cH:28]1>>[CH3:1][O:2][c:3]1[cH:4][c:5]([CH3:22])[c:6]([S:10](=[O:11])(=[O:12])[N:13]([CH3:14])[CH2:15][CH2:16][O:17][CH2:18][C:19](=[O:21])[N:32]2[CH2:31][CH2:30][C:29]([c:26]3[cH:25][cH:24][n:23][cH:28][cH:27]3)([OH:35])[CH2:34][CH2:33]2)[c:7]([CH3:9])[cH:8]1. The reactants are [NH4+].[Cl-] (NH4Cl), C1[C@@H]2[C@H]([C@H]3[C@H](O3)[C@H](O1)O2)OCC4=CC=CC=C4 (1,6:2,3-dianhydro-4-O-benzyl-β-D-mannopyranose), C(=C)[Mg]Br (vinylmagnesiumbromide). Run in C1CCOC1 (THF), C1CCOC1 (THF). Conditions: temperature 60 celsius. Yields the product C(C1=CC=CC=C1)O[C@H]1[C@@H]([C@H]([C@H]2O[C@@H]1CO2)C=C)O (1,6-anhydro-4-O-benzyl-2-deoxy-2-C-vinyl-β-D-glucopyranose). As a reaction SMILES: [CH2:1]1[O:8][C@@H:7]2[O:9][C@H:2]1[C@@H:3]([O:10][CH2:11][C:12]1[CH:17]=[CH:16][CH:15]=[CH:14][CH:13]=1)[C@@H:4]1[O:6][C@@H:5]12.[CH:18]([Mg]Br)=[CH2:19].[NH4+].[Cl-]>C1COCC1>[CH2:11]([O:10][C@@H:3]1[C@H:2]2[CH2:1][O:8][C@H:7]([O:9]2)[C@H:5]([CH:18]=[CH2:19])[C@H:4]1[OH:6])[C:12]1[CH:17]=[CH:16][CH:15]=[CH:14][CH:13]=1 |f:2.3|. Reported procedure: To a stirred solution of 1,6:2,3-dianhydro-4-O-benzyl-β-D-mannopyranose (7, 5.0 g, 21.3 mmol) in dry THF (25 ml), was added a solution of 1.77M vinylmagnesiumbromide 16 in THF (120.5 ml, 213 mmol). The mixture was gently refluxed for 3 h at 60° C. After cooling to room temperature a 2M NH4Cl aq. solution (650 ml, pH 8) was slowly added. The aqueous layer was extracted with ethyl acetate (2×250 ml). The combined organic layers were dried (MgSO4), filtered and concentrated. The crude product (4.87... The reactants are COC(=O)C(CC1CCCC1)c1ccc(-c2ccncc2)cc1, [Li+], C1CCOC1, [OH-]. Product: O=C(O)C(CC1CCCC1)c1ccc(-c2ccncc2)cc1. As a reaction SMILES: [CH3:1][O:2][C:3]([CH:4]([CH2:5][CH:6]1[CH2:7][CH2:8][CH2:9][CH2:10]1)[c:11]1[cH:12][cH:13][c:14](-[c:17]2[cH:18][cH:19][n:20][cH:21][cH:22]2)[cH:15][cH:16]1)=[O:23].[Li+:24].[O:26]1[CH2:27][CH2:28][CH2:29][CH2:30]1.[OH-:25]>>[O:2]=[C:3]([CH:4]([CH2:5][CH:6]1[CH2:7][CH2:8][CH2:9][CH2:10]1)[c:11]1[cH:12][cH:13][c:14](-[c:17]2[cH:18][cH:19][n:20][cH:21][cH:22]2)[cH:15][cH:16]1)[OH:23]. Starting materials: FC=1C=CC=C2C(=C(N=NC12)C(=O)[O-])O (8-Fluoro-4-hydroxycinnoline-3-carboxylate), N(N)C1=CC=C(C(=O)O)C=C1 (4-Hydrazinobenzoic acid). Run in S(=O)(Cl)Cl (thionyl chloride), C(C)O (ethanol). Conditions: time 8 hour. Yields the product FC1=CC=CC=2C3=C(N=NC12)C(N(N3)C3=CC=C(C(=O)O)C=C3)=O (4-(6-fluoro-3-oxo-1,3-dihydro-2H-pyrazolo[4,3-c]cinnolin-2-yl)benzoic acid). RXN SMILES: [F:1][C:2]1[CH:3]=[CH:4][CH:5]=[C:6]2[C:11]=1[N:10]=[N:9][C:8]([C:12]([O-:14])=O)=[C:7]2O.[NH:16]([C:18]1[CH:26]=[CH:25][C:21]([C:22]([OH:24])=[O:23])=[CH:20][CH:19]=1)[NH2:17]>S(Cl)(Cl)=O.C(O)C>[F:1][C:2]1[C:11]2[N:10]=[N:9][C:8]3[C:12](=[O:14])[N:16]([C:18]4[CH:19]=[CH:20][C:21]([C:22]([OH:24])=[O:23])=[CH:25][CH:26]=4)[NH:17][C:7]=3[C:6]=2[CH:5]=[CH:4][CH:3]=1. Procedure details: Crude 8-Fluoro-4-hydroxycinnoline-3-carboxylate from the previous stage (1.00 g, 4.95 mmol) was dissolved in thionyl chloride (50 ml). The solution was heated to reflux for 2-3 h until no further gas evolution was observed. The reaction mixture was cooled to room temperature and excess thionyl chloride was removed under vacuum. The crude intermediate was azeotroped with toluene (3×25 ml). A dark brown solid was obtained, which was taken up in ethanol (25 ml). 4-Hydrazinobenzoic acid (640 mg, 4.2... The reactants are ClC1=C(C(=CC(=C1)Cl)OCC1=CC=CC=C1)/C=C/C(CC(CC(=O)OC)O)O (methyl (E)-7-(2,4-dichloro-6-phenylmethoxyphenyl)-3,5-dihydroxy-6-heptenoate), [OH-].[Na+] (sodium hydroxide), C(C)O (ethanol), Cl (hydrochloric acid). Solvent: O (water). Yields the product ClC1=C(C(=CC(=C1)Cl)OCC1=CC=CC=C1)/C=C/C1CC(CC(O1)=O)O ((E)-6-[2-(2,4-Dichloro-6-(phenylmethoxy)phenyl)ethenyl]-3,4,5,6-tetrahydro-4-hydroxy-2H-pyran-2-one). Yield: 103.5%. As a reaction SMILES: [Cl:1][C:2]1[CH:7]=[C:6]([Cl:8])[CH:5]=[C:4]([O:9][CH2:10][C:11]2[CH:16]=[CH:15][CH:14]=[CH:13][CH:12]=2)[C:3]=1/[CH:17]=[CH:18]/[CH:19](O)[CH2:20][CH:21]([OH:27])[CH2:22][C:23]([O:25]C)=[O:24].[OH-].[Na+].C(O)C.Cl>O>[Cl:1][C:2]1[CH:7]=[C:6]([Cl:8])[CH:5]=[C:4]([O:9][CH2:10][C:11]2[CH:12]=[CH:13][CH:14]=[CH:15][CH:16]=2)[C:3]=1/[CH:17]=[CH:18]/[CH:19]1[O:25][C:23](=[O:24])[CH2:22][CH:21]([OH:27])[CH2:20]1 |f:1.2|. Procedure details: A solution of methyl (E)-7-(2,4-dichloro-6-phenylmethoxyphenyl)-3,5-dihydroxy-6-heptenoate (34.8 g, 81.8 mmole), 1N sodium hydroxide (82 ml, 82 mmole) and ethanol (200 ml) was stirred at 25° C. for 15 min. The reaction solution was acidified with 6N hydrochloric acid, diluted with water (400 ml) and extracted with ether (3×200 ml). The combined organic extracts were washed with brine (3×100 ml), dried over magnesium sulfate and filtered. The filtrate was evaporated in vacuo, leaving the title co...